Dataset: the Open Reaction Database (ORD), a public repository of structured organic reaction records. Task: describe an organic reaction: reactants, conditions, products, and yield Reactants: CCN1CCc2ccc(N)cc2CC1, CC(C)O, CC(CNc1nc(Cl)ncc1Cl)NS(C)(=O)=O, Cl, C1COCCO1. Product: CCN1CCc2ccc(Nc3ncc(Cl)c(NCC(C)NS(C)(=O)=O)n3)cc2CC1. RXN SMILES: [CH2:1]([CH3:2])[N:3]1[CH2:4][CH2:5][c:6]2[c:7]([cH:10][c:11]([NH2:14])[cH:12][cH:13]2)[CH2:8][CH2:9]1.[CH:39]([OH:40])([CH3:41])[CH3:42].[Cl:15][c:16]1[n:17][cH:18][c:19]([Cl:31])[c:20]([NH:22][CH2:23][CH:24]([CH3:25])[NH:26][S:27](=[O:28])(=[O:29])[CH3:30])[n:21]1.[ClH:32].[O:33]1[CH2:34][CH2:35][O:36][CH2:37][CH2:38]1>>[CH2:1]([CH3:2])[N:3]1[CH2:4][CH2:5][c:6]2[c:7]([cH:10][c:11]([NH:14][c:16]3[n:17][cH:18][c:19]([Cl:31])[c:20]([NH:22][CH2:23][CH:24]([CH3:25])[NH:26][S:27](=[O:28])(=[O:29])[CH3:30])[n:21]3)[cH:12][cH:13]2)[CH2:8][CH2:9]1. The reactants are FC1=C(C=CC(=C1)OC)C(CC#N)=O (3-(2-Fluoro-4-methoxyphenyl)-3-oxopropanenitrile), O.NN (hydrazine hydrate). Solvent: C(C)O (ethanol). Yields the product FC1=C(C=CC(=C1)OC)C1=CC(=NN1)N (5-(2-Fluoro-4-methoxyphenyl)-1H-pyrazol-3-amine). Isolated yield 88.6%. RXN SMILES: [F:1][C:2]1[CH:7]=[C:6]([O:8][CH3:9])[CH:5]=[CH:4][C:3]=1[C:10](=O)[CH2:11][C:12]#[N:13].O.[NH2:16][NH2:17]>C(O)C>[F:1][C:2]1[CH:7]=[C:6]([O:8][CH3:9])[CH:5]=[CH:4][C:3]=1[C:10]1[NH:17][N:16]=[C:12]([NH2:13])[CH:11]=1 |f:1.2|. Procedure: To 3-(2-Fluoro-4-methoxyphenyl)-3-oxopropanenitrile (9.55 g, 49.4 mmol) suspended in ethanol (165 mL) was added hydrazine hydrate (1.743 g, 54.38 mmol). The resulting mixture was heated at reflux overnight. Then, the organic solvent was evaporated in vacuo and the resulting residue was chromatographed (eluting with 9:1 methylene chloride:methanol) to give 9.07 g (88% yield) of the title compound. LCMS (ESI): calc.=207; obs. M+H=208.2.